This data is from the Open Reaction Database (ORD), a public repository of structured organic reaction records. The task is: describe an organic reaction: reactants, conditions, products, and yield Starting materials: CCOC(=O)CCc1cc(C(=O)c2ccc(OCC(C)C)cc2OCC(C)C)ccc1OCC(C)C, CCO, ClC(Cl)Cl, Cl, NO, O, c1ccncc1. Yields the product CCOC(=O)CCc1cc(C(=NO)c2ccc(OCC(C)C)cc2OCC(C)C)ccc1OCC(C)C. RXN SMILES: [CH2:1]([CH:2]([CH3:3])[CH3:4])[O:5][c:6]1[c:7]([C:8](=[O:9])[c:10]2[cH:11][cH:12][c:13]([O:23][CH2:24][CH:25]([CH3:26])[CH3:27])[c:14]([CH2:16][CH2:17][C:18](=[O:19])[O:20][CH2:21][CH3:22])[cH:15]2)[cH:28][cH:29][c:30]([O:32][CH2:33][CH:34]([CH3:35])[CH3:36])[cH:31]1.[CH3:50][CH2:51][OH:52].[CH:46]([Cl:47])([Cl:48])[Cl:49].[ClH:37].[NH2:38][OH:39].[OH2:53].[cH:40]1[cH:41][cH:42][n:43][cH:44][cH:45]1>>[CH2:1]([CH:2]([CH3:3])[CH3:4])[O:5][c:6]1[c:7]([C:8]([c:10]2[cH:11][cH:12][c:13]([O:23][CH2:24][CH:25]([CH3:26])[CH3:27])[c:14]([CH2:16][CH2:17][C:18](=[O:19])[O:20][CH2:21][CH3:22])[cH:15]2)=[N:38][OH:39])[cH:28][cH:29][c:30]([O:32][CH2:33][CH:34]([CH3:35])[CH3:36])[cH:31]1. Starting materials: C(C)NC1=C(C=CC(=C1)OC)[C@H]1CC=2C=CC(=CC2CC1)OC(C(C)(C)C)=O (pivalic acid (R)-6-(2-ethylamino-4-methoxyphenyl)-5,6,7,8-tetrahydronaphthalen-2-yl ester), CN(C(COC1=CC=C(C=O)C=C1)(C)C)C (4-(2-dimethylamino-2-methylpropoxy)benzaldehyde). The product is CN(C(COC1=CC=C(CCCNC2=C(C=CC(=C2)OC)[C@H]2CC=3C=CC(=CC3CC2)O)C=C1)(C)C)C ((R)-6-{2-{[4-(2-Dimethylamino-2-methylpropoxy)benzyl]ethylamino}-4-methoxyphenyl}-5,6,7,8-tetrahydronaphthalen-2-ol). Yield: 73.7%. Reaction SMILES: [CH2:1]([NH:3][C:4]1[CH:9]=[C:8]([O:10][CH3:11])[CH:7]=[CH:6][C:5]=1[C@@H:12]1[CH2:21][CH2:20][C:19]2[CH:18]=[C:17]([O:22]C(=O)C(C)(C)C)[CH:16]=[CH:15][C:14]=2[CH2:13]1)[CH3:2].[CH3:29][N:30]([CH3:44])[C:31]([CH3:43])([CH3:42])[CH2:32][O:33][C:34]1[CH:41]=[CH:40][C:37]([CH:38]=O)=[CH:36][CH:35]=1>>[CH3:29][N:30]([CH3:44])[C:31]([CH3:43])([CH3:42])[CH2:32][O:33][C:34]1[CH:41]=[CH:40][C:37]([CH2:38][CH2:2][CH2:1][NH:3][C:4]2[CH:9]=[C:8]([O:10][CH3:11])[CH:7]=[CH:6][C:5]=2[C@@H:12]2[CH2:21][CH2:20][C:19]3[CH:18]=[C:17]([OH:22])[CH:16]=[CH:15][C:14]=3[CH2:13]2)=[CH:36][CH:35]=1. Reported procedure: Synthesized from pivalic acid (R)-6-(2-ethylamino-4-methoxyphenyl)-5,6,7,8-tetrahydronaphthalen-2-yl ester (34 mg) and 4-(2-dimethylamino-2-methylpropoxy)benzaldehyde (100 mg) according to an analogous synthetic method to Example 264 described below and purified by LC-MS, the title compound (33 mg) was obtained. The reactants are C(C1=CC=CC=C1)OC(=O)[C@H](CCCCNC(=O)OCC1=CC=CC=C1)N(CC1=CC=C(C=C1)C1=C(C=CC=C1)C1=NN=NN1)C(CCCC)=O ((S)-N-(1-benzyloxycarbonyl-5-benzyloxycarbonylamino-pent-1-yl)-N-pentanoyl-N-[2 '-(1H-tetrazol-5-yl)biphenyl-4-ylmethyl]-amine). Reagents/catalysts: [Pd] (palladium/carbon). Run in CO (methanol). Yields the product NCCCC[C@@H](C(=O)O)N(CC1=CC=C(C=C1)C1=C(C=CC=C1)C1=NN=NN1)C(CCCC)=O ((S)-N-(5-amino-1-carboxy-pent-1-yl)-N-pentanoyl-N-[2'-(1H-tetrazol-5-yl)biphenyl-4-ylmethyl]-amine). RXN SMILES: C([O:8][C:9]([C@@H:11]([N:27]([C:46](=[O:51])[CH2:47][CH2:48][CH2:49][CH3:50])[CH2:28][C:29]1[CH:34]=[CH:33][C:32]([C:35]2[CH:40]=[CH:39][CH:38]=[CH:37][C:36]=2[C:41]2[NH:45][N:44]=[N:43][N:42]=2)=[CH:31][CH:30]=1)[CH2:12][CH2:13][CH2:14][CH2:15][NH:16]C(OCC1C=CC=CC=1)=O)=[O:10])C1C=CC=CC=1>CO.[Pd]>[NH2:16][CH2:15][CH2:14][CH2:13][CH2:12][C@H:11]([N:27]([C:46](=[O:51])[CH2:47][CH2:48][CH2:49][CH3:50])[CH2:28][C:29]1[CH:34]=[CH:33][C:32]([C:35]2[CH:40]=[CH:39][CH:38]=[CH:37][C:36]=2[C:41]2[NH:45][N:44]=[N:43][N:42]=2)=[CH:31][CH:30]=1)[C:9]([OH:10])=[O:8]. Reported procedure: 170 mg of (S)-N-(1-benzyloxycarbonyl-5-benzyloxycarbonylamino-pent-1-yl)-N-pentanoyl-N-[2 '-(1H-tetrazol-5-yl)biphenyl-4-ylmethyl]-amine are dissolved in 5 ml of methanol. The solution is treated with 170 mg of palladium/carbon (10%) and the mixture is hydrogenated to saturation under normal pressure and at room temperature. The mixture is filtered over Hyflo and the filtrate is evaporated, yielding the pure (S)-N-(5-amino-1-carboxy-pent-1-yl)-N-pentanoyl-N-[2'-(1H-tetrazol-5-yl)biphenyl-4-ylmet... Starting materials: C1CCNCC1, C=C1C(=O)C2CCN1CC2, CCCCCC. The product is O=C1C2CCN(CC2)C1CN1CCCCC1. RXN SMILES: [CH2:11]1[CH2:12][CH2:13][NH:14][CH2:15][CH2:16]1.[CH2:1]=[C:2]1[N:3]2[CH2:4][CH2:5][CH:6]([C:7]1=[O:8])[CH2:9][CH2:10]2.[CH3:17][CH2:18][CH2:19][CH2:20][CH2:21][CH3:22]>>[CH2:1]([CH:2]1[N:3]2[CH2:4][CH2:5][CH:6]([C:7]1=[O:8])[CH2:9][CH2:10]2)[N:14]1[CH2:13][CH2:12][CH2:11][CH2:16][CH2:15]1. Starting materials: OC1=CC=C(C=C1)C1=CC=C(C=C1)C#N (4'-hydroxy-4-cyanobiphenyl), C([O-])([O-])=O.[K+].[K+] (potassium carbonate), BrCCCCCCBr (1,6-dibromohexane). Run in CC(=O)C (acetone). The product is BrCCCCCCOC1=CC=C(C=C1)C1=CC=C(C=C1)C#N (4'-(6-bromohexyloxy)-4-cyanobiphenyl). Yield: 67.0%. Reaction SMILES: [OH:1][C:2]1[CH:7]=[CH:6][C:5]([C:8]2[CH:13]=[CH:12][C:11]([C:14]#[N:15])=[CH:10][CH:9]=2)=[CH:4][CH:3]=1.C(=O)([O-])[O-].[K+].[K+].[Br:22][CH2:23][CH2:24][CH2:25][CH2:26][CH2:27][CH2:28]Br>CC(C)=O>[Br:22][CH2:23][CH2:24][CH2:25][CH2:26][CH2:27][CH2:28][O:1][C:2]1[CH:3]=[CH:4][C:5]([C:8]2[CH:13]=[CH:12][C:11]([C:14]#[N:15])=[CH:10][CH:9]=2)=[CH:6][CH:7]=1 |f:1.2.3|. Procedure details: A mixture of 4'-hydroxy-4-cyanobiphenyl (7.8 g, 40 mmol), potassium carbonate (8.3 g, 60 mmol), 1,6-dibromohexane (29.8 g, 120 mmol), and acetone (80 milliliters ("mL")) was heated to reflux for 6 hours ("h") under a nitrogen atmosphere. The acetone was concentrated and the residue dissolved in ether-dichloromethane (4:1, 400 mL). The solution was filtered through glass fiber. The filtrate was washed with water and brine, dried over magnesium sulfate, and concentrated. Excess 1,6-dibromohexane w... Reactants: FC=1C=C(C=O)C=CC1F (3,4-difluorobenzaldehyde), FC=1C=C(C=C(C1)C(F)(F)F)O (3-fluoro-5-(trifluoromethyl)phenol). Yields the product FC=1C=C(C=O)C=CC1OC1=CC(=CC(=C1)C(F)(F)F)F (3-fluoro-4-(3-fluoro-5-(trifluoromethyl)phenoxy)benzaldehyde). As a reaction SMILES: [F:1][C:2]1[CH:3]=[C:4]([CH:7]=[CH:8][C:9]=1F)[CH:5]=[O:6].[F:11][C:12]1[CH:13]=[C:14]([OH:22])[CH:15]=[C:16]([C:18]([F:21])([F:20])[F:19])[CH:17]=1>>[F:1][C:2]1[CH:3]=[C:4]([CH:7]=[CH:8][C:9]=1[O:22][C:14]1[CH:15]=[C:16]([C:18]([F:19])([F:20])[F:21])[CH:17]=[C:12]([F:11])[CH:13]=1)[CH:5]=[O:6]. Reported procedure: The title compound was prepared by a procedure similar to that described for D30 starting from 3,4-difluorobenzaldehyde and 3-fluoro-5-(trifluoromethyl)phenol. Reactants: N[C@@H](CO)C ((R)-2-amino-propan-1-ol), ClCC(=O)Cl (chloroacetyl chloride). Run in C(Cl)Cl (DCM), C(Cl)Cl (DCM). Conditions: temperature 0 celsius, time 2 hour. The product is ClCC(=O)N[C@@H](CO)C (2-chloro-N—((R)-2-hydroxy-1-methyl-ethyl)-acetamide). Reaction SMILES: [NH2:1][C@H:2]([CH3:5])[CH2:3][OH:4].[Cl:6][CH2:7][C:8](Cl)=[O:9]>C(Cl)Cl>[Cl:6][CH2:7][C:8]([NH:1][C@H:2]([CH3:5])[CH2:3][OH:4])=[O:9]. Procedure: To a mixture of (R)-2-amino-propan-1-ol (2.0 g, 26.6 mmol) in 150 mL of DCM at −40° C. under nitrogen atmosphere was added dropwise chloroacetyl chloride (2.3 mL, 29.2 mmol) in 60 mL of DCM. The mixture was gradually warmed to 0° C. and was stirred for 2 hours. After the removal of the solvents the residue was diluted with 50 mL of 1:1 ethyl acetate/hexane, stirred for 30 min and filtered. The filtrate was concentrated to afford 2-chloro-N—((R)-2-hydroxy-1-methyl-ethyl)-acetamide as a liquid.